describe an organic reaction: reactants, conditions, products, and yield From a dataset of the Open Reaction Database (ORD), a public repository of structured organic reaction records. Reactants: FC=1C=CC(=C(C1)C#CC1=NC(=NC=C1C(F)(F)F)NC1=CC=C(C=C1)C1CCN(CC1)C(=O)OC(C)(C)C)CC(=O)OC (tert-butyl 4-(4-((4-((5-fluoro-2-(2-methoxy-2-oxoethyl)phenyl)ethynyl)-5-(trifluoromethyl)pyrimidin-2-yl)amino)phenyl)piperidine-1-carboxylate). The reagents and catalysts are [Pd] (Pd/C). The solvent is CCOC(=O)C (EtOAc). Conditions: time 8 hour. Product: FC=1C=CC(=C(CCC2=NC(=NC=C2C(F)(F)F)NC2=CC=C(C=C2)C2CCN(CC2)C(=O)OC(C)(C)C)C1)CC(=O)OC (tert-Butyl 4-(4-((4-(5-fluoro-2-(2-methoxy-2-oxoethyl)phenethyl)-5-(trifluoromethyl)pyrimidin-2-yl)amino)phenyl)piperidine-1-carboxylate), oil. Yield: 58.0%. As a reaction SMILES: [F:1][C:2]1[CH:3]=[CH:4][C:5]([CH2:40][C:41]([O:43][CH3:44])=[O:42])=[C:6]([C:8]#[C:9][C:10]2[C:15]([C:16]([F:19])([F:18])[F:17])=[CH:14][N:13]=[C:12]([NH:20][C:21]3[CH:26]=[CH:25][C:24]([CH:27]4[CH2:32][CH2:31][N:30]([C:33]([O:35][C:36]([CH3:39])([CH3:38])[CH3:37])=[O:34])[CH2:29][CH2:28]4)=[CH:23][CH:22]=3)[N:11]=2)[CH:7]=1>CCOC(C)=O.[Pd]>[F:1][C:2]1[CH:3]=[CH:4][C:5]([CH2:40][C:41]([O:43][CH3:44])=[O:42])=[C:6]([CH:7]=1)[CH2:8][CH2:9][C:10]1[C:15]([C:16]([F:18])([F:19])[F:17])=[CH:14][N:13]=[C:12]([NH:20][C:21]2[CH:22]=[CH:23][C:24]([CH:27]3[CH2:28][CH2:29][N:30]([C:33]([O:35][C:36]([CH3:38])([CH3:39])[CH3:37])=[O:34])[CH2:31][CH2:32]3)=[CH:25][CH:26]=2)[N:11]=1. Procedure details: A suspension of Pd/C 10% (0.100 g) and tert-butyl 4-(4-((4-((5-fluoro-2-(2-methoxy-2-oxoethyl)phenyl)ethynyl)-5-(trifluoromethyl)pyrimidin-2-yl)amino)phenyl)piperidine-1-carboxylate (A51) (0.158 g, 0.258 mmol) in EtOAc (20 mL) was stirred under a hydrogen atmosphere at room temperature overnight. The resulting mixture was filtered through a Celite plug, washing with EtOAc (100 mL) then the combined organic washings were evaporated in vacuo to yield the title compound A52 as a yellow oil (0.092 g...